From a dataset of the Open Reaction Database (ORD), a public repository of structured organic reaction records. describe an organic reaction: reactants, conditions, products, and yield Yield: 34.3%. RXN SMILES: C(OC([N:8]1[CH2:13][CH2:12][N:11]([CH2:14][C:15]2[CH:20]=[CH:19][C:18]([C:21]3[NH:22][C:23](=[O:33])[C:24]4[C:29]([CH:30]=3)=[C:28]([C:31]#[CH:32])[CH:27]=[CH:26][CH:25]=4)=[CH:17][CH:16]=2)[CH2:10][CH2:9]1)=O)(C)(C)C.Cl.O1CCOCC1>C(Cl)Cl>[C:31]([C:28]1[CH:27]=[CH:26][CH:25]=[C:24]2[C:29]=1[CH:30]=[C:21]([C:18]1[CH:19]=[CH:20][C:15]([CH2:14][N:11]3[CH2:10][CH2:9][NH:8][CH2:13][CH2:12]3)=[CH:16][CH:17]=1)[NH:22][C:23]2=[O:33])#[CH:32] |f:1.2|. Starting materials: C(C)(C)(C)OC(=O)N1CCN(CC1)CC1=CC=C(C=C1)C=1NC(C2=CC=CC(=C2C1)C#C)=O (4-[4-(5-Ethynyl-1-oxo-1,2-dihydroisoquinolin-3-yl)benzyl]piperazine-1-carboxylic acid tert-butyl ester), Cl.O1CCOCC1 (HCl dioxane). Run in C(Cl)Cl (CH2Cl2). The product is C(#C)C1=C2C=C(NC(C2=CC=C1)=O)C1=CC=C(C=C1)CN1CCNCC1 (5-ethynyl-3-(4-piperazin-1-ylmethylphenyl)-2H-isoquinolin-1-one). Reported procedure: 4-[4-(5-Ethynyl-1-oxo-1,2-dihydroisoquinolin-3-yl)benzyl]piperazine-1-carboxylic acid tert-butyl ester (60.3 mg, 0.136 mmol) and 4M HCl/dioxane (3 mL) in CH2Cl2 (3 mL) were stirred at RT for 2 h. The reaction mixture was concentrated in vacuo and the crude material was purified by reverse phase preparative HPLC-MS to obtain 5-ethynyl-3-(4-piperazin-1-ylmethylphenyl)-2H-isoquinolin-1-one as an off-white solid (16.0 mg, 34%). Starting materials: C[Si](C)(C)Cl (trimethylsilyl chloride), BrC=1SC=CN1 (2-bromothiazole), C(CCC)[Li] (n-butyl lithium). The solvent is CCOCC (ether), CCCCCC (hexane). Run at temperature -78 celsius, time 45 minute. Yields the product C[Si](C=1SC=CN1)(C)C (2-trimethylsilylthiazole). As a reaction SMILES: Br[C:2]1[S:3][CH:4]=[CH:5][N:6]=1.C([Li])CCC.[CH3:12][Si:13](Cl)([CH3:15])[CH3:14]>CCOCC.CCCCCC>[CH3:12][Si:13]([CH3:15])([CH3:14])[C:2]1[S:3][CH:4]=[CH:5][N:6]=1. Reported procedure: To a solution of 8.28 g of 2-bromothiazole in 100 ml of ether at -78° C., under argon, was added 21.7 ml of n-butyl lithium in hexane. The mixture was stirred at -78° C. for 45 minutes then 6.8 ml of trimethylsilyl chloride was added. This mixture was stirred at -78° C. for 1 hour, warmed to -30° C. over 1 hour, then 0° C. over 1/2 hour and kept at 0° C. for 1 hour. The reaction was quenched with 50 ml of 50% saturated sodium bicarbonate and then diluted with 50 ml of ether. The ether solution w... Solvent: CCCCCCC (heptane), C(C)(=O)OCC (ethyl acetate), C(C)(=O)OCC (ethyl acetate), ClCCCl (1,2-dichloroethane). Yields the product BrC=1C=CC(=C(C1)[C@@](CO)(C)NCC1=CC=C(C=C1)OC)F ((R)-2-(5-bromo-2-fluoro-phenyl)-2-(4-methoxy-benzylamino)-propan-1-ol). The reactants are C(O)([O-])=O.[Na+] (sodium hydrogen carbonate), N[C@](CO)(C)C1=C(C=CC(=C1)Br)F ((R)-2-amino-2-(5-bromo-2-fluoro-phenyl)-propan-1-ol), COC1=CC=C(C=O)C=C1 (4-methoxybenzaldehyde), C(C)(=O)O[BH-](OC(C)=O)OC(C)=O.[Na+] (sodium triacetoxyborohydride). As a reaction SMILES: [NH2:1][C@@:2]([C:6]1[CH:11]=[C:10]([Br:12])[CH:9]=[CH:8][C:7]=1[F:13])([CH3:5])[CH2:3][OH:4].[CH3:14][O:15][C:16]1[CH:23]=[CH:22][C:19]([CH:20]=O)=[CH:18][CH:17]=1.C(O[BH-](OC(=O)C)OC(=O)C)(=O)C.[Na+].C(=O)([O-])O.[Na+]>ClCCCl.C(OCC)(=O)C.CCCCCCC>[Br:12][C:10]1[CH:9]=[CH:8][C:7]([F:13])=[C:6]([C@:2]([NH:1][CH2:20][C:19]2[CH:22]=[CH:23][C:16]([O:15][CH3:14])=[CH:17][CH:18]=2)([CH3:5])[CH2:3][OH:4])[CH:11]=1 |f:2.3,4.5|. Procedure details: A solution of (R)-2-amino-2-(5-bromo-2-fluoro-phenyl)-propan-1-ol (5.0 g, 20.2 mmol) and 4-methoxybenzaldehyde (2.8 g, 20.2 mmol) in 1,2-dichloroethane (150 ml) was treated with sodium triacetoxyborohydride (8.81 g, 40.3 mmol) at room temperature. TLC check (eluent: heptane:ethyl acetate=1:1) showed complete reaction after 30 minutes. For the workup, to the reaction mixture were added ethyl acetate (250 ml) and saturated sodium hydrogen carbonate solution (100 ml). The aqueous layer was separate... Starting materials: CC=1CC2C(CC1)C(=O)OC2=O (4-methyl-4-cyclohexene-1,2dicarboxylic anhydride), C(C)(C)O (isopropanol), [H-].[Al+3].[Li+].[H-].[H-].[H-] (lithium aluminum hydride), C(C)(=O)OCC (ethyl acetate). The solvent is O1CCCC1 (tetrahydrofuran), O (water), O1CCCC1 (tetrahydrofuran). Run at time 2 hour. The product is CC=1C[C@@H]([C@@H](CC1)CO)CO ((±)-Cis-4-methyl-4-cyclohexene-1,2-dimethanol). Reaction SMILES: [H-].[Al+3].[Li+].[H-].[H-].[H-].[CH3:7][C:8]1[CH2:9][CH:10]2[C:17](=O)[O:16][C:14](=[O:15])[CH:11]2[CH2:12][CH:13]=1.C(OCC)(=O)C.C(O)(C)C>O1CCCC1.O>[CH3:7][C:8]1[CH2:9][C@H:10]([CH2:17][OH:16])[C@H:11]([CH2:14][OH:15])[CH2:12][CH:13]=1 |f:0.1.2.3.4.5|. Procedure details: To 300 ml of tetrahydrofuran at 0° C. was added 16.0 g (0.42 mol) lithium aluminum hydride portionwise keeping the reaction temperature between 0° C. and 5° C. A solution of 33.0 g (0.20 mol) of 4-methyl-4-cyclohexene-1,2dicarboxylic anhydride in 100 ml of tetrahydrofuran was added dropwise over 2 hours keeping the temperature between 0° C. and 10° C. The reaction mixture was warmed to ambient temperature and stirred for 2 hours. The reaction was cooled to 0° C. and 35 ml of ethyl acetate was ad... The reactants are COC1=C(C(=CC(=C1)COC)OC)C=1N2C(SC1)=C(C(=N2)OC)NCCC (3-[2,6-dimethoxy-4-(methoxymethyl)phenyl]-6-methoxy-N-propylpyrazolo[5,1-b][1,3]thiazole-7-amine), Cl.ClC1=CC=NC=C1 (4-chloropyridine hydrochloride), CC(C)([O-])C.[Na+] (sodium tert-butoxide), [O-]P(=O)([O-])[O-].[K+].[K+].[K+] (potassium phosphate tribasic), C1(=CC=CC=C1)P(C1=CC=CC=2C(C3=CC=CC(=C3OC12)P(C1=CC=CC=C1)C1=CC=CC=C1)(C)C)C1=CC=CC=C1 (4,5-bis(diphenylphosphino)-9,9-dimethylxanthene). Reagents/catalysts: C=1C=CC(=CC1)/C=C/C(=O)/C=C/C2=CC=CC=C2.C=1C=CC(=CC1)/C=C/C(=O)/C=C/C2=CC=CC=C2.C=1C=CC(=CC1)/C=C/C(=O)/C=C/C2=CC=CC=C2.[Pd].[Pd] (tris(dibenzylideneacetone)dipalladium). Solvent: O (water), O1CCOCC1 (1,4-dioxane). Conditions: temperature 100 celsius, time 7 hour. The product is COC1=C(C(=CC(=C1)COC)OC)C=1N2C(SC1)=C(C(=N2)OC)N(C2=CC=NC=C2)CCC (3-[2,6-Dimethoxy-4-(methoxymethyl)phenyl]-6-methoxy-N-propyl-N-pyridin-4-ylpyrazolo[5,1-b][1,3]thiazole-7-amine). Yield: 58.7%. RXN SMILES: [CH3:1][O:2][C:3]1[CH:8]=[C:7]([CH2:9][O:10][CH3:11])[CH:6]=[C:5]([O:12][CH3:13])[C:4]=1[C:14]1[N:15]2[N:21]=[C:20]([O:22][CH3:23])[C:19]([NH:24][CH2:25][CH2:26][CH3:27])=[C:16]2[S:17][CH:18]=1.Cl.Cl[C:30]1[CH:35]=[CH:34][N:33]=[CH:32][CH:31]=1.CC(C)([O-])C.[Na+].[O-]P([O-])([O-])=O.[K+].[K+].[K+].C1(P(C2C=CC=CC=2)C2C3OC4C(=CC=CC=4P(C4C=CC=CC=4)C4C=CC=CC=4)C(C)(C)C=3C=CC=2)C=CC=CC=1>C1C=CC(/C=C/C(/C=C/C2C=CC=CC=2)=O)=CC=1.C1C=CC(/C=C/C(/C=C/C2C=CC=CC=2)=O)=CC=1.C1C=CC(/C=C/C(/C=C/C2C=CC=CC=2)=O)=CC=1.[Pd].[Pd].O.O1CCOCC1>[CH3:1][O:2][C:3]1[CH:8]=[C:7]([CH2:9][O:10][CH3:11])[CH:6]=[C:5]([O:12][CH3:13])[C:4]=1[C:14]1[N:15]2[N:21]=[C:20]([O:22][CH3:23])[C:19]([N:24]([CH2:25][CH2:26][CH3:27])[C:30]3[CH:35]=[CH:34][N:33]=[CH:32][CH:31]=3)=[C:16]2[S:17][CH:18]=1 |f:1.2,3.4,5.6.7.8,10.11.12.13.14|. Procedure: To a 1,4-dioxane (0.7 mL) solution of 3-[2,6-dimethoxy-4-(methoxymethyl)phenyl]-6-methoxy-N-propylpyrazolo[5,1-b][1,3]thiazole-7-amine (70 mg, 0.179 mmol) were added 4-chloropyridine hydrochloride (32.2 mg, 0.215 mmol), sodium tert-butoxide (20.6 mg, 0.215 mmol), potassium phosphate tribasic (64.6 mg, 0.304 mmol), tris(dibenzylideneacetone)dipalladium (8.2 mg, 0.009 mmol), and 4,5-bis(diphenylphosphino)-9,9-dimethylxanthene (7.77 mg, 0.0134 mmol), and the mixture was stirred at 100° C. for seven...